This data is from the Open Reaction Database (ORD), a public repository of structured organic reaction records. The task is: describe an organic reaction: reactants, conditions, products, and yield Reactants: FC1=C(C=CC=C1)[C@@]12NOC[C@@H]1[C@H](OC2)C(F)(F)F ((3aR,4S,6aS)-6a-(2-fluorophenyl)-4-(trifluoromethyl)hexahydrofuro[3,4-c]isoxazole). Reagents/catalysts: [Zn] (Zinc). Solvent: C(C)(=O)O (acetic acid), CCOC(=O)C (EtOAc). Conditions: temperature 0 celsius, time 16 hour. The product is N[C@@]1([C@@H]([C@H](OC1)C(F)(F)F)CO)C1=C(C=CC=C1)F (((2S,3R,4S)-4-amino-4-(2-fluorophenyl)-2-(trifluoromethyl)tetrahydrofuran-3-yl)methanol). Isolated yield 107.4%. RXN SMILES: [F:1][C:2]1[CH:7]=[CH:6][CH:5]=[CH:4][C:3]=1[C@:8]12[CH2:15][O:14][C@H:13]([C:16]([F:19])([F:18])[F:17])[C@H:12]1[CH2:11][O:10][NH:9]2>C(O)(=O)C.CCOC(C)=O.[Zn]>[NH2:9][C@@:8]1([C:3]2[CH:4]=[CH:5][CH:6]=[CH:7][C:2]=2[F:1])[CH2:15][O:14][C@H:13]([C:16]([F:19])([F:17])[F:18])[C@H:12]1[CH2:11][OH:10]. Reported procedure: (3aR,4S,6aS)-6a-(2-fluorophenyl)-4-(trifluoromethyl)hexahydrofuro[3,4-c]isoxazole (28.76 g) was dissolved in acetic acid (200 mL) and the solution was cooled to 0° C. Zinc (50 g) was added, and the reaction mixture was allowed to warm and stir at RT for 16h. The reaction mixture was then diluted with EtOAc (500 mL) and filtered through celite, washing with a further 500 mL of EtOAc. The combined organic portions were evaporated, dissolved in chloroform (200 mL), and ammonia (28% aq., 250 mL) was...